This data is from the Open Reaction Database (ORD), a public repository of structured organic reaction records. The task is: describe an organic reaction: reactants, conditions, products, and yield Starting materials: N#CC12CCCN1CCC2, CC(=O)O, Cl, O=[Pt]. The product is NCC12CCCN1CCC2. RXN SMILES: [C:2](#[N:3])[C:4]12[CH2:5][CH2:6][CH2:7][N:8]1[CH2:9][CH2:10][CH2:11]2.[CH3:12][C:13](=[O:14])[OH:15].[ClH:1].[Pt:16]=[O:17]>>[CH2:2]([NH2:3])[C:4]12[CH2:5][CH2:6][CH2:7][N:8]1[CH2:9][CH2:10][CH2:11]2. Starting materials: [BH4-].[Na+] (Sodium borohydride), NC=1SC(=CC1C(=O)OCC)CC1=CC=CC=C1 (ethyl 2-amino-5-(phenylmethyl)thiophene-3-carboxylate), C([O-])(O)=O.[Na+] (sodium bicarbonate). The solvent is O (water), CC(C(=O)O)C (2-methylpropanoic acid). Reaction conditions: time 20 hour. Product: CC(CNC=1SC(=CC1C(=O)OCC)CC1=CC=CC=C1)C (Ethyl 2-(2-methylpropylamino)-5-(phenylmethyl)thiophene-3-carboxylate). As a reaction SMILES: [BH4-].[Na+].[NH2:3][C:4]1[S:5][C:6]([CH2:14][C:15]2[CH:20]=[CH:19][CH:18]=[CH:17][CH:16]=2)=[CH:7][C:8]=1[C:9]([O:11][CH2:12][CH3:13])=[O:10].C(=O)(O)[O-].[Na+]>CC(C)C(O)=O.O>[CH3:4][CH:8]([CH3:9])[CH2:7][NH:3][C:4]1[S:5][C:6]([CH2:14][C:15]2[CH:20]=[CH:19][CH:18]=[CH:17][CH:16]=2)=[CH:7][C:8]=1[C:9]([O:11][CH2:12][CH3:13])=[O:10] |f:0.1,3.4|. Procedure: Sodium borohydride (3.0 g) was added in 6 portions over 3 hours to a stirred solution of ethyl 2-amino-5-(phenylmethyl)thiophene-3-carboxylate in 2-methylpropanoic acid under nitrogen. The mixture was stirred at room temperature for 20 hours and was then diluted with water, neutralized with sodium bicarbonate and extracted with ethyl acetate four times. The organic extracts were dried over anhydrous magnesium sulfate, filtered and evaporated under reduced pressure. The residue was purified by co... Starting materials: BrC1=NNC2=CC(=CC=C12)C(=O)OC (Methyl 3-bromo-1H-indazole-6-carboxylate), BrC1=CSC=C1 (3-bromothiophene), CN[C@H]1[C@@H](CCCC1)NC (trans-1,2-bis(methylamino)cyclohexane), [O-]P(=O)([O-])[O-].[K+].[K+].[K+] (potassium phosphate tribasic). The reagents and catalysts are [Cu]I (copper(I) iodide). The solvent is C1(=CC=CC=C1)C (toluene). Reaction conditions: temperature 120 celsius, time 3 hour. Product: BrC1=NN(C2=CC(=CC=C12)C(=O)OC)C1=CSC=C1 (Methyl 3-bromo-1-(thiophen-3-yl)-1H-indazole-6-carboxylate). Yield: 59.5%. Reaction SMILES: [Br:1][C:2]1[C:10]2[C:5](=[CH:6][C:7]([C:11]([O:13][CH3:14])=[O:12])=[CH:8][CH:9]=2)[NH:4][N:3]=1.Br[C:16]1[CH:20]=[CH:19][S:18][CH:17]=1.CN[C@@H]1CCCC[C@H]1NC.[O-]P([O-])([O-])=O.[K+].[K+].[K+]>C1(C)C=CC=CC=1.[Cu]I>[Br:1][C:2]1[C:10]2[C:5](=[CH:6][C:7]([C:11]([O:13][CH3:14])=[O:12])=[CH:8][CH:9]=2)[N:4]([C:16]2[CH:20]=[CH:19][S:18][CH:17]=2)[N:3]=1 |f:3.4.5.6|. Procedure: Methyl 3-bromo-1H-indazole-6-carboxylate (1.801 g, 7.06 mmol), 3-bromothiophene (2.00 mL, 21.35 mmol), trans-1,2-bis(methylamino)cyclohexane (233 μL, 1.478 mmol), copper(I) iodide (142.8 mg, 0.750 mmol), and potassium phosphate tribasic (3.10 g, 14.60 mmol) were dissolved in toluene (35 ml) in a sealed tube and heated to 120° C. The reaction was allowed to stir for 3 h. The reaction was stopped, cooled to room temperature, quenched by addition of saturated aqueous ammonium chloride (25 mL), and ... Reactants: C(=O)([O-])[O-].[K+].[K+] (K2CO3), ClC1=CC=C(C=C1)N1C(=NC2=CC=CC=C2C1=O)C1=CC(=C(C=C1)O)C (3-(4-chlorophenyl)-2-(4-hydroxy-3-methylphenyl)quinazolin-4(3H)-one), BrCCO[Si](C)(C)C(C)(C)C ((2-Bromoethoxy)(tert-butyl)dimethylsilane). Solvent: CN(C)C=O (DMF). Product: [Si](C)(C)(C(C)(C)C)OCCOC1=C(C=C(C=C1)C1=NC2=CC=CC=C2C(N1C1=CC=C(C=C1)Cl)=O)C (2-(4-(2-(tert-Butyldimethylsilyloxy)ethoxy)-3-methylphenyl)-3-(4-chlorophenyl)quinazolin-4(3H)-one). The yield is 103.6%. As a reaction SMILES: C([O-])([O-])=O.[K+].[K+].[Cl:7][C:8]1[CH:13]=[CH:12][C:11]([N:14]2[C:23](=[O:24])[C:22]3[C:17](=[CH:18][CH:19]=[CH:20][CH:21]=3)[N:16]=[C:15]2[C:25]2[CH:30]=[CH:29][C:28]([OH:31])=[C:27]([CH3:32])[CH:26]=2)=[CH:10][CH:9]=1.Br[CH2:34][CH2:35][O:36][Si:37]([C:40]([CH3:43])([CH3:42])[CH3:41])([CH3:39])[CH3:38]>CN(C=O)C>[Si:37]([O:36][CH2:35][CH2:34][O:31][C:28]1[CH:29]=[CH:30][C:25]([C:15]2[N:14]([C:11]3[CH:10]=[CH:9][C:8]([Cl:7])=[CH:13][CH:12]=3)[C:23](=[O:24])[C:22]3[C:17](=[CH:18][CH:19]=[CH:20][CH:21]=3)[N:16]=2)=[CH:26][C:27]=1[CH3:32])([C:40]([CH3:43])([CH3:42])[CH3:41])([CH3:39])[CH3:38] |f:0.1.2|. Reported procedure: K2CO3 (0.131 g, 0.95 mmol) was added to a solution of 3-(4-chlorophenyl)-2-(4-hydroxy-3-methylphenyl)quinazolin-4(3H)-one (0.230 g, 0.63 mmol) in DMF (15 mL) and stirred for 30 min. (2-Bromoethoxy)(tert-butyl)dimethylsilane (0.16 mL, 0.76 mmol) was added and the reaction was heated to reflux temperature for 3 hours, and concentrated in vacuo. The residue was dissolved in EtOAc, washed with saturated NaHCO3, and then brine, dried (Na2SO4), filtered, and concentrated in vacuo, to afford 2-(4-(2-(t... Starting materials: ClCCl, O=C(O)C(F)(F)F, O=C(OC(=O)C(F)(F)F)C(F)(F)F, [O-][n+]1nc(CCCN2CCCC2)nc2cc3c(cc21)CCC3, N, OO. Product: [O-][n+]1nc(CCCN2CCCC2)[n+]([O-])c2cc3c(cc21)CCC3. RXN SMILES: [Cl:45][CH2:46][Cl:47].[F:38][C:39]([F:40])([F:41])[C:42]([OH:43])=[O:44].[F:3][C:4]([F:5])([F:7])[C:8](=[O:6])[O:9][C:10](=[O:11])[C:12]([F:13])([F:14])[F:15].[N:16]1([CH2:21][CH2:22][CH2:23][c:24]2[n:25][n+:26]([O-:37])[c:27]3[c:28]([n:29]2)[cH:30][c:31]2[c:35]([cH:36]3)[CH2:34][CH2:33][CH2:32]2)[CH2:17][CH2:18][CH2:19][CH2:20]1.[NH3:48].[OH:1][OH:2]>>[O-:6][n+:29]1[c:24]([CH2:23][CH2:22][CH2:21][N:16]2[CH2:17][CH2:18][CH2:19][CH2:20]2)[n:25][n+:26]([O-:37])[c:27]2[c:28]1[cH:30][c:31]1[c:35]([cH:36]2)[CH2:34][CH2:33][CH2:32]1. Starting materials: O (water), [H-].[Al+3].[Li+].[H-].[H-].[H-] (lithium aluminum hydride), CCOCC (ether), C(C1=CC=CC=C1)OC1=CC=C(C=C1)NC1=C(C(=O)O)C=C(C=C1)OC (2-(4-benzyloxyphenylamino)-5-methoxybenzoic acid). Run in O1CCCC1 (tetrahydrofuran). Yields the product C(C1=CC=CC=C1)OC1=CC=C(C=C1)NC1=C(C=C(C=C1)OC)CO (2-(4-benzyloxyphenylamino)-5-methoxybenzenemethanol). Yield: 77.4%. RXN SMILES: [H-].[Al+3].[Li+].[H-].[H-].[H-].CCOCC.[CH2:12]([O:19][C:20]1[CH:25]=[CH:24][C:23]([NH:26][C:27]2[CH:35]=[CH:34][C:33]([O:36][CH3:37])=[CH:32][C:28]=2[C:29](O)=[O:30])=[CH:22][CH:21]=1)[C:13]1[CH:18]=[CH:17][CH:16]=[CH:15][CH:14]=1.O>O1CCCC1>[CH2:12]([O:19][C:20]1[CH:25]=[CH:24][C:23]([NH:26][C:27]2[CH:35]=[CH:34][C:33]([O:36][CH3:37])=[CH:32][C:28]=2[CH2:29][OH:30])=[CH:22][CH:21]=1)[C:13]1[CH:18]=[CH:17][CH:16]=[CH:15][CH:14]=1 |f:0.1.2.3.4.5|. Procedure details: To a stirred suspension of 10 g of lithium aluminum hydride in 1 in liter dry ether under nitrogen was added over a period of one hour a solution of 35 g of 2-(4-benzyloxyphenylamino)-5-methoxybenzoic acid in 300 ml of tetrahydrofuran. The mixture was heated at reflux for three hours, then cooled, and water (20 ml) was slowly added. The solid material was removed by filtration and the filtrate concentrated in vacuo. The residue was crystallized and recrystallized from a benzene-cyclohexane-hexan...